Dataset: the Open Reaction Database (ORD), a public repository of structured organic reaction records. Task: describe an organic reaction: reactants, conditions, products, and yield Reactants: CC1(C(CC(CC1)=O)=O)C (4,4-Dimethyl-1,3-cyclohexanedione), BrC=1C=CC(=C(C=O)C1)O (5-bromo-2-hydroxybenzaldehyde), NC1=NNC=C1 (3-aminopyrazole). Yields the product BrC=1C=CC(=C(C1)C1N2C(NC=3CCC(C(C13)=O)(C)C)=CC=N2)O (9-(5-Bromo-2-hydroxyphenyl)-7,7-dimethyl-5,6,7,9-tetrahydropyrazolo[5,1-b]quinazolin-8(4H)-one). As a reaction SMILES: [CH3:1][C:2]1([CH3:10])[CH2:7][CH2:6][C:5](=O)[CH2:4][C:3]1=[O:9].[Br:11][C:12]1[CH:13]=[CH:14][C:15]([OH:20])=[C:16]([CH:19]=1)[CH:17]=O.[NH2:21][C:22]1[CH:26]=[CH:25][NH:24][N:23]=1>>[Br:11][C:12]1[CH:13]=[CH:14][C:15]([OH:20])=[C:16]([CH:17]2[C:4]3[C:3](=[O:9])[C:2]([CH3:10])([CH3:1])[CH2:7][CH2:6][C:5]=3[NH:21][C:22]3=[CH:26][CH:25]=[N:24][N:23]23)[CH:19]=1. Reported procedure: 4,4-Dimethyl-1,3-cyclohexanedione, 5-bromo-2-hydroxybenzaldehyde and 3-aminopyrazole were processed as described in General Procedure A to provide the title compound. Reactants: CN1C=C(C=2CCCC(C12)=O)C(=O)OC (Methyl 1-methyl-7-oxo-4,5,6,7-tetrahydro-1H-indole-3-carboxylate), CN(C)C(N(C)C)N(C)C (tris(dimethylamino)methane). Reaction conditions: temperature 90 celsius, time 10 hour. The product is CN(C)\C=C\1/CCC=2C(=CN(C2C1=O)C)C(=O)OC (Methyl (6E)-6-[(dimethylamino)methylidene]-1-methyl-7-oxo-4,5,6,7-tetrahydro-1H-indole-3-carboxylate). As a reaction SMILES: [CH3:1][N:2]1[C:10]2[C:9](=[O:11])[CH2:8][CH2:7][CH2:6][C:5]=2[C:4]([C:12]([O:14][CH3:15])=[O:13])=[CH:3]1.[CH3:16][N:17]([CH:19](N(C)C)N(C)C)[CH3:18]>>[CH3:16][N:17](/[CH:19]=[C:8]1\[CH2:7][CH2:6][C:5]2[C:4]([C:12]([O:14][CH3:15])=[O:13])=[CH:3][N:2]([CH3:1])[C:10]=2[C:9]\1=[O:11])[CH3:18]. Procedure: Methyl 1-methyl-7-oxo-4,5,6,7-tetrahydro-1H-indole-3-carboxylate (288 mg, 1.39 mmol) was treated with tris(dimethylamino)methane (2.4 mL, 13.9 mmol) and the reaction mixture was stirred at 90° C. for 10 h. Volatiles were removed under reduced pressure and the residue used without further purification. Reactants: O1CCCC1 (tetrahydrofuran), C(C)N(CC(=O)NC1=CC=C(C=C1)NS(=O)(=O)C)CC (2-diethylamino-N-[4-[(methylsulfonyl)amino]phenyl]acetamide), [H-].[Al+3].[Li+].[H-].[H-].[H-] (lithium aluminum hydride), [OH-].[Na+] (NaOH). Solvent: C(C)(=O)OCC (ethyl acetate), O (water), O (H2O). The product is C(C)N(CCNC1=CC=C(C=C1)NS(=O)(=O)C)CC (N-[4-[[2-(Diethylamino)ethyl]amino]phenyl]methanesulfonamide). Reaction SMILES: O1CCCC1.[CH2:6]([N:8]([CH2:24][CH3:25])[CH2:9][C:10]([NH:12][C:13]1[CH:18]=[CH:17][C:16]([NH:19][S:20]([CH3:23])(=[O:22])=[O:21])=[CH:15][CH:14]=1)=O)[CH3:7].[H-].[Al+3].[Li+].[H-].[H-].[H-].[OH-].[Na+]>C(OCC)(=O)C.O>[CH2:24]([N:8]([CH2:6][CH3:7])[CH2:9][CH2:10][NH:12][C:13]1[CH:18]=[CH:17][C:16]([NH:19][S:20]([CH3:23])(=[O:22])=[O:21])=[CH:15][CH:14]=1)[CH3:25] |f:2.3.4.5.6.7,8.9|. Reported procedure: To tetrahydrofuran (15 mL) under a nitrogen atmosphere add 2.0 g (6.8 mmol) of 2-diethylamino-N-[4-[(methylsulfonyl)amino]phenyl]acetamide and 0.60 g (16 mmol) of lithium aluminum hydride. When the addition is complete stir the reaction at reflux. Monitor the progress of the reaction by thin-layer chromatography on silica gel (CH2Cl2 :MeOH, 9:1). Upon completion of the reaction add 1 mL of H2O, 1 mL of 2N NaOH, 2 mL of water, and 50 mL ethyl acetate. The solid material is removed by suction filt... The product is C(C)(C)(C)OC(=O)CON=C(C(=O)O)C1=CC(=C(C=C1)O)Cl (2-t-butoxycarbonylmethoxyimino-2-(3-chloro-4-hydroxyphenyl)acetic acid). The reactants are C[O-].[Na+] (sodium methoxide), ClC=1C=C(C=CC1O)C(C(=O)O)=O (2-(3-chloro-4-hydroxyphenyl)glyoxylic acid), C(C)(C)(C)OC(=O)CON (O-t-butoxycarbonylmethylhydroxylamine). The yield is 79.1%. Reaction SMILES: [Cl:1][C:2]1[CH:3]=[C:4]([C:9](=O)[C:10]([OH:12])=[O:11])[CH:5]=[CH:6][C:7]=1[OH:8].[C:14]([O:18][C:19]([CH2:21][O:22][NH2:23])=[O:20])([CH3:17])([CH3:16])[CH3:15].C[O-].[Na+]>CO>[C:14]([O:18][C:19]([CH2:21][O:22][N:23]=[C:9]([C:4]1[CH:5]=[CH:6][C:7]([OH:8])=[C:2]([Cl:1])[CH:3]=1)[C:10]([OH:12])=[O:11])=[O:20])([CH3:17])([CH3:16])[CH3:15] |f:2.3|. Reaction conditions: time 3 hour. Run in CO (methanol), CO (methanol). Procedure: A mixture of 2-(3-chloro-4-hydroxyphenyl)glyoxylic acid (2.0 g.), O-t-butoxycarbonylmethylhydroxylamine (1.62 g.) and methanol (20 ml.) was adjusted to pH 5 to 6 by adding an 1 N methanol solution of sodium methoxide and stirred for 3 hours at ambient temperature. The reaction mixture was concentrated to dryness under reduced pressure and the residue was dissolved in an 1 N aqueous solution of sodium hydroxide to adjust to pH 7.0. The aqueous solution was washed with ether, adjusted to pH 2.0 wi... The reactants are COC(=O)CBr, CC(=O)OC(C)C, C[Si](C)(C)Cl, O=Cc1ccccc1, Cl, [Zn]. Yields the product COC(=O)CC(O)c1ccccc1. Reaction SMILES: [Br:6][CH2:7][C:8](=[O:9])[O:10][CH3:11].[C:21]([O:22][CH:23]([CH3:24])[CH3:25])(=[O:26])[CH3:27].[CH3:1][Si:2]([CH3:3])([CH3:4])[Cl:5].[CH:12](=[O:13])[c:14]1[cH:15][cH:16][cH:17][cH:18][cH:19]1.[ClH:20].[Zn:28]>>[CH2:7]([C:8](=[O:9])[O:10][CH3:11])[CH:12]([OH:13])[c:14]1[cH:15][cH:16][cH:17][cH:18][cH:19]1. The reactants are ClC=1C=CN2N=C(N=CC21)SC (5-Chloro-2-methylsulfanyl-pyrrolo[2,1-f][1,2,4]triazine), IN1C(CCC1=O)=O (N-Iodosuccinimide). Run in ClCCCl (1,2-Dichloroethane). Reaction conditions: temperature 60 celsius, time 8 hour. The product is ClC=1C=C(N2N=C(N=CC21)SC)I (5-Chloro-7-iodo-2-methylsulfanyl-pyrrolo[2,1-f][1,2,4]triazine). Yield: 55.7%. Reaction SMILES: [Cl:1][C:2]1[CH:3]=[CH:4][N:5]2[C:10]=1[CH:9]=[N:8][C:7]([S:11][CH3:12])=[N:6]2.[I:13]N1C(=O)CCC1=O>ClCCCl>[Cl:1][C:2]1[CH:3]=[C:4]([I:13])[N:5]2[C:10]=1[CH:9]=[N:8][C:7]([S:11][CH3:12])=[N:6]2. Procedure: 5-Chloro-2-methylsulfanyl-pyrrolo[2,1-f][1,2,4]triazine (54 mg, 0.27 mmol) was dissolved in 1,2-Dichloroethane (2.0 mL and then N-Iodosuccinimide (75 mg, 0.33 mmol) was added in one portion and the reaction was stirred in a vial at 60° C. overnight. The heterogenous mixture was powdered onto silica gel (0.75 g) and purified on ISCO (12 g, 0-5% EtOAc:Hex) to afford 5-Chloro-7-iodo-2-methylsulfanyl-pyrrolo[2,1-f][1,2,4]triazine (49 mg; Yield=56%) as a yellow solid. m.p. 216-220° C.; LCMS (Bruker, ... Reported procedure: 0.8 g of 2,3-dihydro-2,2-dimethyl-7-methoxybenzofuran-4-carboxylic acid is heated to boiling under reflux for 1 h in a mixture of 50 ml of abs. toluene and 3 ml of thionyl chloride. The solvent is distilled off in a rotary evaporator and toluene (about 30 ml) is then added a further 2 times and the mixture is concentrated again. The residue is dried in a high vacuum and employed in Example 1 without further purification. Starting materials: CC1(OC=2C(C1)=C(C=CC2OC)C(=O)O)C (2,3-dihydro-2,2-dimethyl-7-methoxybenzofuran-4-carboxylic acid), S(=O)(Cl)Cl (thionyl chloride). The solvent is C1(=CC=CC=C1)C (toluene). Yields the product CC1(OC=2C(C1)=C(C=CC2OC)C(=O)Cl)C (2,3-Dihydro-2,2-dimethyl-7-methoxybenzofuran-4-carbonyl chloride). As a reaction SMILES: [CH3:1][C:2]1([CH3:16])[CH2:6][C:5]2=[C:7]([C:13](O)=[O:14])[CH:8]=[CH:9][C:10]([O:11][CH3:12])=[C:4]2[O:3]1.S(Cl)([Cl:19])=O>C1(C)C=CC=CC=1>[CH3:1][C:2]1([CH3:16])[CH2:6][C:5]2=[C:7]([C:13]([Cl:19])=[O:14])[CH:8]=[CH:9][C:10]([O:11][CH3:12])=[C:4]2[O:3]1. RXN SMILES: [CH2:1]([NH:3][C:4]([NH:6][C:7]1[CH:12]=[CH:11][C:10]([C:13]2[N:14]=[C:15]([N:22]3[CH2:27][CH2:26][O:25][CH2:24][CH2:23]3)[C:16]3[CH2:21][NH:20][CH2:19][C:17]=3[N:18]=2)=[CH:9][CH:8]=1)=[O:5])[CH3:2].Cl[C:29]1[N:34]=[CH:33][CH:32]=[CH:31][N:30]=1>CN(C=O)C>[CH2:1]([NH:3][C:4]([NH:6][C:7]1[CH:12]=[CH:11][C:10]([C:13]2[N:14]=[C:15]([N:22]3[CH2:23][CH2:24][O:25][CH2:26][CH2:27]3)[C:16]3[CH2:21][N:20]([C:29]4[N:34]=[CH:33][CH:32]=[CH:31][N:30]=4)[CH2:19][C:17]=3[N:18]=2)=[CH:9][CH:8]=1)=[O:5])[CH3:2]. The solvent is CN(C)C=O (DMF), CN(C)C=O (DMF). Run at temperature 120 celsius, time 15 minute. The product is C(C)NC(=O)NC1=CC=C(C=C1)C=1N=C(C2=C(N1)CN(C2)C2=NC=CC=N2)N2CCOCC2 (1-ethyl-3-(4-(4-morpholino-6-(pyrimidin-2-yl)-6,7-dihydro-5H-pyrrolo[3,4-d]pyrimidin-2-yl)phenyl)urea). Procedure details: 1-Ethyl-3-(4-(4-morpholino-6,7-dihydro-5H-pyrrolo[3,4-d]pyrimidin-2-yl)phenyl)urea (d, 0.15 mmol), chloropyrimidine (0.21 mmol) and i-PrN2Et (0.6 mmol) were mixed in DMF (0.6 mL) in a microwave reaction tube. The mixture was heated to 120° C. and stirred for 15 min. After cooling to room temperature, the mixture was diluted with DMF. The resulting mixture was purified by reverse-phase HPLC to give 1-ethyl-3-(4-(4-morpholino-6-(pyrimidin-2-yl)-6,7-dihydro-5H-pyrrolo[3,4-d]pyrimidin-2-yl)phenyl)ur... Starting materials: C(C)NC(=O)NC1=CC=C(C=C1)C=1N=C(C2=C(N1)CNC2)N2CCOCC2 (1-Ethyl-3-(4-(4-morpholino-6,7-dihydro-5H-pyrrolo[3,4-d]pyrimidin-2-yl)phenyl)urea), ClC1=NC=CC=N1 (chloropyrimidine). The reactants are CC(C)O, Nc1ccc(S(=O)(=O)Nc2ccc3c(c2)B(O)OC3)c(CC(=O)O)c1, O, O=S(=O)(O)O. Product: CC(C)OC(=O)Cc1cc(N)ccc1S(=O)(=O)Nc1ccc2c(c1)B(O)OC2. As a reaction SMILES: [CH:32]([CH3:33])([CH3:34])[OH:35].[NH2:1][c:2]1[cH:3][cH:4][c:5]([S:12]([NH:13][c:14]2[cH:15][cH:16][c:17]3[c:18]([cH:23]2)[B:19]([OH:22])[O:20][CH2:21]3)(=[O:24])=[O:25])[c:6]([CH2:8][C:9](=[O:10])[OH:11])[cH:7]1.[OH2:31].[S:26](=[O:27])(=[O:28])([OH:29])[OH:30]>>[NH2:1][c:2]1[cH:3][cH:4][c:5]([S:12]([NH:13][c:14]2[cH:15][cH:16][c:17]3[c:18]([cH:23]2)[B:19]([OH:22])[O:20][CH2:21]3)(=[O:24])=[O:25])[c:6]([CH2:8][C:9](=[O:10])[O:11][CH:32]([CH3:33])[CH3:34])[cH:7]1.